Dataset: the Open Reaction Database (ORD), a public repository of structured organic reaction records. Task: describe an organic reaction: reactants, conditions, products, and yield The reactants are S1C2=C(C=C1)C=CC=C2 (benzo[b]thiophene), [Li]C(C)(C)C (t-BuLi), COC1=CC=C(C=O)C=C1 (4-methoxy-benzaldehyde). The solvent is C1CCOC1 (THF). Product: S1C2=C(C=C1C(C1=CC=C(C=C1)OC)O)C=CC=C2 (α-(2-benzo[b]thienyl)-4-methyoxybenzyl alcohol), yellow solid. The yield is 87.0%. Reaction SMILES: [S:1]1[CH:5]=[CH:4][C:3]2[CH:6]=[CH:7][CH:8]=[CH:9][C:2]1=2.[Li]C(C)(C)C.[CH3:15][O:16][C:17]1[CH:24]=[CH:23][C:20]([CH:21]=[O:22])=[CH:19][CH:18]=1>C1COCC1>[S:1]1[C:5]([CH:21]([OH:22])[C:20]2[CH:23]=[CH:24][C:17]([O:16][CH3:15])=[CH:18][CH:19]=2)=[CH:4][C:3]2[CH:6]=[CH:7][CH:8]=[CH:9][C:2]1=2. Procedure: α-(2-benzo[b]thienyl)-4-methyoxybenzyl alcohol was prepared by the method of Example 40A with benzo[b]thiophene (7.5 mmoles. 1.0 g), t-BuLi (1.7 m, 10.4 mmoles, 6.1 ml), 4-methoxy-benzaldehyde (8.9 mmoles, 1.1 ml) and THF (20 ml). Flash chromatography (20% ethyl acetate/hexanes) provided 1.75 g (87%) of a yellow solid. Starting materials: CCCCNC, CC(C)N=C=NC(C)C, N=C(N)N. Yields the product CCCCN(C)C(=NC(C)C)NC(C)C. Reaction SMILES: [CH2:1]([CH2:2][CH2:3][CH3:4])[NH:5][CH3:6].[CH:7]([CH3:8])([CH3:9])[N:10]=[C:11]=[N:12][CH:13]([CH3:14])[CH3:15].[NH2:16][C:17](=[NH:18])[NH2:19]>>[CH2:1]([CH2:2][CH2:3][CH3:4])[N:5]([CH3:6])[C:11](=[N:10][CH:7]([CH3:8])[CH3:9])[NH:12][CH:13]([CH3:14])[CH3:15]. The reactants are C(CC)NC1=C(C=C(C=C1)N)C=1OC2=C(N1)C=C(C=C2)C=2OC1=C(C2)C=CC=C1 (2-(2-propylamino-5-aminophenyl)-5-(2-benzofuranyl)benzoxazole), C1=CC2=C(C=C1C(=O)O)C(=O)OC2=O (1,2,4-benzenetricarboxylic anhydride). Yields the product C(CC)NC1=C(C=C(C=C1)N1C(C2=CC=C(C=C2C1=O)C(=O)O)=O)C=1OC2=C(N1)C=C(C=C2)C=2OC1=C(C2)C=CC=C1 (2-[4-Propylamino-3-[5-(2-benzofuranyl)benzoxazol-2-yl]phenyl]-1,3-dioxo-2,3-dihydro-1H-isoindole-5-carboxylic acid). Reaction SMILES: [CH2:1]([NH:4][C:5]1[CH:10]=[CH:9][C:8]([NH2:11])=[CH:7][C:6]=1[C:12]1[O:13][C:14]2[CH:20]=[CH:19][C:18]([C:21]3[O:22][C:23]4[CH:29]=[CH:28][CH:27]=[CH:26][C:24]=4[CH:25]=3)=[CH:17][C:15]=2[N:16]=1)[CH2:2][CH3:3].[CH:30]1[C:35]([C:36]([OH:38])=[O:37])=[CH:34][C:33]2[C:39]([O:41][C:42](=O)[C:32]=2[CH:31]=1)=[O:40]>>[CH2:1]([NH:4][C:5]1[CH:10]=[CH:9][C:8]([N:11]2[C:39](=[O:40])[C:33]3[C:32](=[CH:31][CH:30]=[C:35]([C:36]([OH:38])=[O:37])[CH:34]=3)[C:42]2=[O:41])=[CH:7][C:6]=1[C:12]1[O:13][C:14]2[CH:20]=[CH:19][C:18]([C:21]3[O:22][C:23]4[CH:29]=[CH:28][CH:27]=[CH:26][C:24]=4[CH:25]=3)=[CH:17][C:15]=2[N:16]=1)[CH2:2][CH3:3]. Procedure details: Prepared by the method of Example 1b), from 2-(2-propylamino-5-aminophenyl)-5-(2-benzofuranyl)benzoxazole (50 mg, 0.13 mmol) and 1,2,4-benzenetricarboxylic anhydride (30 mg, 0.13 mmol) the title compound was obtained (40 mg, 55%). 1H NMR (DMSO) δ 8.53(t, 1H), 8.46(dd, 1H), 8.37(d, 2H), 8.18(d, 1H), 8.12(d, 1H), 8.05(dd, 1H), 7.93(d, 1H), 7.72(m, 2H), 7.60(s, 1H), 7.54(dd, 1H), 7.36(m, 2H), 7.10(d, 1H), 3.44(m, 2H), 1.84(m, 2H), 1.15(t, 3H). MS 556 m/z (M−H)−. The reactants are O1CCOC=2C=NC(=CC21)CN(C(C(F)(F)F)=O)CC2CN(CCC2)C(=O)OC(C)(C)C (tert-butyl 3-(((2,3-dihydro(1,4)dioxino(2,3-c)pyridin-7-ylmethyl)(trifluoroacetyl)amino)methyl)piperidine-1-carboxylate). Solvent: C(Cl)(Cl)Cl (chloroform), FC(C(=O)O)(F)F (trifluoroacetic acid). Run at time 40 minute. Yields the product O1CCOC=2C=NC(=CC21)CN(C(C(F)(F)F)=O)CC2CNCCC2 (N-(2,3-dihydro(1,4)dioxino(2,3-c)pyridin-7-ylmethyl)-2,2,2-trifluoro-N-(piperidin-3-ylmethyl)acetamide). The yield is 44.6%. Reaction SMILES: [O:1]1[C:10]2[CH:9]=[C:8]([CH2:11][N:12]([CH2:19][CH:20]3[CH2:25][CH2:24][CH2:23][N:22](C(OC(C)(C)C)=O)[CH2:21]3)[C:13](=[O:18])[C:14]([F:17])([F:16])[F:15])[N:7]=[CH:6][C:5]=2[O:4][CH2:3][CH2:2]1>C(Cl)(Cl)Cl.FC(F)(F)C(O)=O>[O:1]1[C:10]2[CH:9]=[C:8]([CH2:11][N:12]([CH2:19][CH:20]3[CH2:25][CH2:24][CH2:23][NH:22][CH2:21]3)[C:13](=[O:18])[C:14]([F:16])([F:15])[F:17])[N:7]=[CH:6][C:5]=2[O:4][CH2:3][CH2:2]1. Procedure: To a solution of 0.43 g of tert-butyl 3-(((2,3-dihydro(1,4)dioxino(2,3-c)pyridin-7-ylmethyl)(trifluoroacetyl)amino)methyl)piperidine-1-carboxylate in 3 mL of chloroform, 3 mL of trifluoroacetic acid was added, and the mixture was stirred at room temperature for 1 hour 40 minutes. The solvent was distilled off under reduced pressure. The resultant residue was charged with chloroform and water, and adjusted to pH 8.0 with an aqueous sodium hydrogen carbonate solution and a 20% aqueous sodium hydro... Reactants: BrC=1C=NN(C1)C(C(=O)O)(C)C (2-(4-bromo-1H-pyrazol-1-yl)-2-methylpropanoic acid), C(C(C)C)N (isobutylamine). The product is BrC=1C=NN(C1)C(C(=O)NCC(C)C)(C)C (2-(4-Bromo-1H-pyrazol-1-yl)-N-isobutyl-2-methylpropanamide). The yield is 95.0%. As a reaction SMILES: [Br:1][C:2]1[CH:3]=[N:4][N:5]([C:7]([CH3:12])([CH3:11])[C:8]([OH:10])=O)[CH:6]=1.[CH2:13]([NH2:17])[CH:14]([CH3:16])[CH3:15]>>[Br:1][C:2]1[CH:3]=[N:4][N:5]([C:7]([CH3:12])([CH3:11])[C:8]([NH:17][CH2:13][CH:14]([CH3:16])[CH3:15])=[O:10])[CH:6]=1. Procedure: Prepared in a similar manner to Example 3 from 2-(4-bromo-1H-pyrazol-1-yl)-2-methylpropanoic acid and isobutylamine. Yield: 95%. 1H NMR (400 MHz, CDCl3): δ 0.81 (d, 3H, J=6.8 Hz), 1.63-1.67 (m, 1H), 1.84 (s, 6H), 2.99 (t, 2H, J=6.8 Hz), 6.19 (br, 1H), 7.61 (s, 1H), 7.64 (s, 1H). MS(MH+) 288, 290. The reactants are COC1=CC=CC=2CC(CSC21)C(=O)O (8-methoxy-3,4-dihydro-2H-[1]-benzothiopyran-3-carboxylic acid), ClN1C(CCC1=O)=O (N-chlorosuccinimide). Solvent: C(Cl)Cl (methylene chloride). Reaction conditions: time 15 minute. Product: COC=1C=CC=C2CC(CSC12)=O (8-methoxythiochroman-3-one). Reaction SMILES: [CH3:1][O:2][C:3]1[C:12]2[S:11][CH2:10][CH:9](C(O)=O)[CH2:8][C:7]=2[CH:6]=[CH:5][CH:4]=1.ClN1C(=[O:22])CCC1=O>C(Cl)Cl>[CH3:1][O:2][C:3]1[CH:4]=[CH:5][CH:6]=[C:7]2[C:12]=1[S:11][CH2:10][C:9](=[O:22])[CH2:8]2. Procedure: To a solution of 10 g of 8-methoxy-3,4-dihydro-2H-[1]-benzothiopyran-3-carboxylic acid in 200 ml of methylene chloride is added 6.2 g of N-chlorosuccinimide in portions. After 10 minutes 60 g of silica gel is added. The reaction mixture is stirred for 15 minutes, filtered through 40 g of silica gel eluting with ether/methylene chloride (1:1). The solvent is concentrated to 100 ml, 5 ml of triethylamine and 5 g of ethyl chloroformate are added. After concentration 5 g of sodium azide in 60 ml of ...